From a dataset of the Open Reaction Database (ORD), a public repository of structured organic reaction records. describe an organic reaction: reactants, conditions, products, and yield The reactants are CCOC(=O)CC(=O)OCC, [Na], O=C(O)C1CCOCC1. The product is CCOC(=O)C1(C(=O)OCC)CCOCC1. Reaction SMILES: [C:11]([CH2:12][C:13](=[O:14])[O:15][CH2:16][CH3:17])(=[O:18])[O:19][CH2:20][CH3:21].[Na:10].[O:1]1[CH2:2][CH2:3][CH:4]([C:7]([OH:8])=[O:9])[CH2:5][CH2:6]1>>[O:1]1[CH2:2][CH2:3][C:12]([C:11](=[O:18])[O:19][CH2:20][CH3:21])([C:13](=[O:14])[O:15][CH2:16][CH3:17])[CH2:5][CH2:6]1. The reactants are C(CCC)C1=C(CCC2=CC(=CC=C12)OC)C=O (1-butyl-3,4-dihydro-6-methoxy-2-naphthalenecarboxaldehyde), C(=O)(OC)C=P(C1=CC=CC=C1)(C1=CC=CC=C1)C1=CC=CC=C1 ((carbomethoxymethylene)triphenylphosphorane), ClCCl (dichloromethane). Product: COC(\C=C\C1=C(C2=CC=C(C=C2CC1)OC)CCCC)=O ((E)-3-(1-butyl-3,4-dihydro-6-methoxy-2-naphthalenyl)-2-propenoic acid methyl ester). Reaction SMILES: [CH2:1]([C:5]1[C:14]2[C:9](=[CH:10][C:11]([O:15][CH3:16])=[CH:12][CH:13]=2)[CH2:8][CH2:7][C:6]=1C=O)[CH2:2][CH2:3][CH3:4].[C:19]([CH:23]=P(C1C=CC=CC=1)(C1C=CC=CC=1)C1C=CC=CC=1)([O:21][CH3:22])=[O:20].Cl[CH2:44]Cl>>[CH3:22][O:21][C:19](=[O:20])/[CH:23]=[CH:44]/[C:6]1[CH2:7][CH2:8][C:9]2[C:14](=[CH:13][CH:12]=[C:11]([O:15][CH3:16])[CH:10]=2)[C:5]=1[CH2:1][CH2:2][CH2:3][CH3:4]. Procedure: As in Example 111, 1-butyl-3,4-dihydro-6-methoxy-2-naphthalenecarboxaldehyde (3.05 g) and (carbomethoxymethylene)triphenylphosphorane (4.5 g) in dichloromethane (25 mL) was stirred at room temperature for 64 hours. The usual work up furnished 2.9 g of (E)-3-(1-butyl-3,4-dihydro-6-methoxy-2-naphthalenyl)-2-propenoic acid methyl ester as an oil. The reactants are FC1=CC2=C(C(=NO2)C2=CC=C(C=C2)OC[C@@H]2OC2)C=C1 ((R)-6-fluoro-3-(4-oxiranylmethoxy-phenyl)-benzo[d]isoxazole), CN(C=O)C (dimethylformamide). Run in COC=1C=C(CN)C=CC1 (3-methoxybenzylamine), C(C)O (ethanol). Product: FC1=CC2=C(C(=NO2)C2=CC=C(OC[C@@H](CNCC3=CC(=CC=C3)OC)O)C=C2)C=C1 ((R)-1-[4-(6-fluoro-benzo[d]isoxazol-3-yl)-phenoxy]-3-(3-methoxy-benzylamino)-propan-2-ol). RXN SMILES: [F:1][C:2]1[CH:21]=[CH:20][C:5]2[C:6]([C:9]3[CH:14]=[CH:13][C:12]([O:15][CH2:16][C@H:17]4[CH2:19][O:18]4)=[CH:11][CH:10]=3)=[N:7][O:8][C:4]=2[CH:3]=1.C[N:23]([CH3:26])C=O>COC1C=C(C=CC=1)CN.C(O)C>[F:1][C:2]1[CH:3]=[CH:4][C:5]2[C:6]([C:9]3[CH:14]=[CH:13][C:12]([O:15][CH2:16][C@H:17]([OH:18])[CH2:19][NH:23][CH2:26][C:10]4[CH:9]=[CH:14][CH:13]=[C:12]([O:15][CH3:16])[CH:11]=4)=[CH:11][CH:10]=3)=[N:7][O:8][C:20]=2[CH:21]=1. Procedure details: The title compound is prepared from a mixture of (R)-6-fluoro-3-(4-oxiranylmethoxy-phenyl)-benzo[d]isoxazole in dimethylformamide and 3-methoxybenzylamine in ethanol, essentially as described above in Example 70. Purity by LC/MS=100%, [M+H]+=423. RXN SMILES: [Br:1][C:2]1[CH:3]=[CH:4][C:5]([F:21])=[C:6]([C@:8]([NH:14][S@](C(C)(C)C)=O)([CH3:13])[C:9]([OH:12])([CH3:11])[CH3:10])[CH:7]=1.Cl>O1CCCC1>[NH2:14][C@@:8]([C:6]1[CH:7]=[C:2]([Br:1])[CH:3]=[CH:4][C:5]=1[F:21])([CH3:13])[C:9]([CH3:10])([OH:12])[CH3:11]. Run in O1CCCC1 (tetrahydrofuran). Procedure: A solution of (S)-2-methyl-propane-2-sulfinic acid [(R)-1-(5-bromo-2-fluoro-phenyl)-2-hydroxy-1,2-dimethyl-propyl]-amide (4.2 g, 11.04 mmol) in tetrahydrofuran (200 ml) was cooled to 0° C. Hydrochloric acid (4 M in dioxane, 11 ml) was added dropwise. The ice bath was removed and stirring continued for 1.5 hours at room temperature. For the workup, the reaction mixture was poured onto a sodium carbonate solution (2 M), extracted twice with ethyl acetate, dried over sodium sulfate, and evaporated ... Reactants: BrC=1C=CC(=C(C1)[C@@](C(C)(C)O)(C)N[S@@](=O)C(C)(C)C)F ((S)-2-methyl-propane-2-sulfinic acid [(R)-1-(5-bromo-2-fluoro-phenyl)-2-hydroxy-1,2-dimethyl-propyl]-amide), Cl (Hydrochloric acid). Yields the product N[C@](C(C)(O)C)(C)C1=C(C=CC(=C1)Br)F ((R)-3-amino-3-(5-bromo-2-fluoro-phenyl)-2-methyl-butan-2-ol). Reaction conditions: time 1.5 hour. Starting materials: O=C1CCC(=O)N1Br, C1CCOC1, COc1cccc2nc(-c3cccnc3N)oc12. Product: COc1cccc2nc(-c3cc(Br)cnc3N)oc12. RXN SMILES: [Br:19][N:20]1[C:21](=[O:22])[CH2:23][CH2:24][C:25]1=[O:26].[CH2:27]1[O:28][CH2:29][CH2:30][CH2:31]1.[CH3:1][O:2][c:3]1[cH:4][cH:5][cH:6][c:7]2[n:8][c:9](-[c:12]3[c:13]([NH2:18])[n:14][cH:15][cH:16][cH:17]3)[o:10][c:11]12>>[CH3:1][O:2][c:3]1[cH:4][cH:5][cH:6][c:7]2[n:8][c:9](-[c:12]3[c:13]([NH2:18])[n:14][cH:15][c:16]([Br:19])[cH:17]3)[o:10][c:11]12. Reaction SMILES: [B:23]([Br:24])([Br:25])[Br:26].[CH3:1][c:2]1[c:3]([CH3:22])[c:4]2[cH:9][cH:8][cH:7][n:6]([CH2:10][C:11](=[O:12])[c:13]3[c:14]([O:19][CH3:20])[cH:15][cH:16][cH:17][cH:18]3)[c:5]-2[n:21]1.[Cl:32][CH2:33][Cl:34].[Na+:31].[O-:27][C:28]([OH:29])=[O:30]>>[CH3:1][c:2]1[c:3]([CH3:22])[c:4]2[cH:9][cH:8][cH:7][n:6]([CH2:10][C:11](=[O:12])[c:13]3[c:14]([OH:19])[cH:15][cH:16][cH:17][cH:18]3)[c:5]-2[n:21]1. Yields the product Cc1nc2n(CC(=O)c3ccccc3O)cccc-2c1C. Starting materials: BrB(Br)Br, COc1ccccc1C(=O)Cn1cccc2c(C)c(C)nc1-2, ClCCl, [Na+], O=C([O-])O.